describe an organic reaction: reactants, conditions, products, and yield From a dataset of the Open Reaction Database (ORD), a public repository of structured organic reaction records. The reactants are Cl (HCl), C(C)(C)(C)OC(=O)N1CC(C(CC1)O)N1CCC2(CC1)CCCC1=CC=CC=C12 (1'-(1-t-butoxycarbonyl-4-hydroxypiperidin-3-yl)-3,4-dihydro-spiro[naphthalene-1(2H),4'-piperidine]). Solvent: CCOC(=O)C (EtOAc). Conditions: time 30 minute. The product is hydrochlorides, Cl.Cl.OC1C(CNCC1)N1CCC2(CC1)CCCC1=CC=CC=C12 (1'-(4-Hydroxypiperidin-3-yl)-3,4-dihydrospiro[naphthalene-1(2H),4'-piperidine]dihydrochloride). Yield: 80.0%. RXN SMILES: [ClH:1].C(OC([N:9]1[CH2:14][CH2:13][CH:12]([OH:15])[CH:11]([N:16]2[CH2:21][CH2:20][C:19]3([C:30]4[C:25](=[CH:26][CH:27]=[CH:28][CH:29]=4)[CH2:24][CH2:23][CH2:22]3)[CH2:18][CH2:17]2)[CH2:10]1)=O)(C)(C)C>CCOC(C)=O>[ClH:1].[ClH:1].[OH:15][CH:12]1[CH2:13][CH2:14][NH:9][CH2:10][CH:11]1[N:16]1[CH2:21][CH2:20][C:19]2([C:30]3[C:25](=[CH:26][CH:27]=[CH:28][CH:29]=3)[CH2:24][CH2:23][CH2:22]2)[CH2:18][CH2:17]1 |f:3.4.5|. Procedure details: HCl gas was bubbled for 30 min through a soln of 20c (800 mg, 2.1 mmol) in EtOAc (10 mL) while the flask was maintained in an ice bath. The resulting solution was subsequently stirred at room temperature for 30 min, and the volatiles were removed under reduced pressure. The white solid thus obtained was recrystallized from 50% isopropyl alcohol-hexanes to provide the hydrochlorides of 21c as a white powder (80%). Elemental analysis: Calc: C=61.12, H=8.1, N=7.5; Fnd: C=59.96, H=Elemental analysis... Reactants: C(C)(C)(C)NC1=NC2=C(C=CC=C2C(N1C)=O)I (2-(tert-butylamino)-8-iodo-3-methylquinazolin-4(3H)-one), C[C@H]1NC(C2=C1NC(=C2)B2OC(C(O2)(C)C)(C)C)=O ((R)-6-methyl-2-(4,4,5,5-tetramethyl-1,3,2-dioxaborolan-2-yl)-5,6-dihydropyrrolo[3,4-b]pyrrol-4(1H)-one). Yields the product C(C)(C)(C)NC1=NC2=C(C=CC=C2C(N1C)=O)C1=CC2=C(N1)CNC2=O (2-(tert-butylamino)-3-methyl-8-(4-oxo-1,4,5,6-tetrahydropyrrolo[3,4-b]pyrrol-2-yl)-4(3H)-quinazolinone). Yield: 19.0%. Reaction SMILES: [C:1]([NH:5][C:6]1[N:15]([CH3:16])[C:14](=[O:17])[C:13]2[C:8](=[C:9](I)[CH:10]=[CH:11][CH:12]=2)[N:7]=1)([CH3:4])([CH3:3])[CH3:2].C[C@@H:20]1[C:24]2[NH:25][C:26](B3OC(C)(C)C(C)(C)O3)=[CH:27][C:23]=2[C:22](=[O:37])[NH:21]1>>[C:1]([NH:5][C:6]1[N:15]([CH3:16])[C:14](=[O:17])[C:13]2[C:8](=[C:9]([C:26]3[NH:25][C:24]4[CH2:20][NH:21][C:22](=[O:37])[C:23]=4[CH:27]=3)[CH:10]=[CH:11][CH:12]=2)[N:7]=1)([CH3:4])([CH3:3])[CH3:2]. Reported procedure: This compound (54 mg, 0.15 mmol, 19% yield) as a tan solid was prepared according to the procedures described for Example 287, using 2-(tert-butylamino)-8-iodo-3-methylquinazolin-4(3H)-one (701; 281 mg, 0.79 mmol), and 2-(4,4,5,5-tetramethyl-1,3,2-dioxaborolan-2-yl)-5,6-dihydropyrrolo[3,4-b]pyrrol-4(1H)-one (706; 477 mg, 1.35 mmol) as the starting materials. 1H NMR (400 MHz, DMSO-d6) δ ppm 12.10 (s, 1H), 7.84-7.93 (m, 1H), 7.51 (s, 1H), 7.18 (t, J=7.73 Hz, 1H), 6.80 (d, J=1.56 Hz, 1H), 5.96 (s, ... The reactants are ClC1=C(N)C=CC(=C1)Cl (2,4-dichloroaniline), Cl (hydrochloric acid), N(=O)[O-].[Na+] (NaNO2), CC(=O)[O-].[Na+] (NaOAc), C(C)OC(C(C(C)=O)Cl)=O (ethyl-2-chloro-3-oxobutanoate). Run in ice, O (water), C(C)O (ethanol). Conditions: temperature 2.5 celsius, time 1 hour. The product is ClC(C(=O)OCC)=NNC1=C(C=C(C=C1)Cl)Cl (ethyl 2-chloro-2-(2-(2,4-dichlorophenyl)hydrazono)acetate). The yield is 70.0%. As a reaction SMILES: [Cl:1][C:2]1[CH:8]=[C:7]([Cl:9])[CH:6]=[CH:5][C:3]=1[NH2:4].Cl.[N:11]([O-])=O.[Na+].CC([O-])=O.[Na+].[CH2:20]([O:22][C:23](=[O:29])[CH:24]([Cl:28])C(=O)C)[CH3:21]>O.C(O)C>[Cl:28][C:24](=[N:11][NH:4][C:3]1[CH:5]=[CH:6][C:7]([Cl:9])=[CH:8][C:2]=1[Cl:1])[C:23]([O:22][CH2:20][CH3:21])=[O:29] |f:2.3,4.5|. Reported procedure: To a stirred solution of 2,4-dichloroaniline (1 g, 6.17 mmol) and concentrated hydrochloric acid (1.5 ml) in ice (1.5 ml) a solution of NaNO2 (0.460 mg, 6.68 mmol) in water (0.8 ml) is slowly added and the mixture is stirred for 1 h at 0-5° C. Then, this solution is added over a cold mixture of NaOAc (1.64 g, 19.6 mmol), ethanol (26 ml) and ethyl-2-chloro-3-oxobutanoate (1.0 g, 6.06 mmol) and let stirring for 1 hour until the formed precipitate is collected by filtration, washed with ethanol and... Starting materials: C(#N)C=1C(=NC(=CC1C)NC(=O)C1(CC1)C1=CC2=C(OC(O2)(F)F)C=C1)C=1C=NC(=CC1)OC (N-(3-cyano-6′-methoxy-4-methyl-2,3′-bipyridin-6-yl)-1-(2,2-difluorobenzo[d][1,3]dioxol-5-yl)cyclopropanecarboxamide), I[Si](C)(C)C (Iodotrimethylsilane). The solvent is C(C)#N (acetonitrile). Run at temperature 55 celsius. The product is C(#N)C=1C(=CC(=NC1C1=CNC(C=C1)=O)NC(=O)C1(CC1)C1=CC2=C(OC(O2)(F)F)C=C1)C (N-(5-Cyano-4-methyl-6-(6-oxo-1,6-dihydropyridin-3-yl)pyridin-2-yl)-1-(2,2-difluorobenzo[d][1,3]dioxol-5-yl)cyclopropanecarboxamide). Reaction SMILES: [C:1]([C:3]1[C:4]([C:27]2[CH:28]=[N:29][C:30]([O:33]C)=[CH:31][CH:32]=2)=[N:5][C:6]([NH:10][C:11]([C:13]2([C:16]3[CH:26]=[CH:25][C:19]4[O:20][C:21]([F:24])([F:23])[O:22][C:18]=4[CH:17]=3)[CH2:15][CH2:14]2)=[O:12])=[CH:7][C:8]=1[CH3:9])#[N:2].I[Si](C)(C)C>C(#N)C>[C:1]([C:3]1[C:8]([CH3:9])=[CH:7][C:6]([NH:10][C:11]([C:13]2([C:16]3[CH:26]=[CH:25][C:19]4[O:20][C:21]([F:24])([F:23])[O:22][C:18]=4[CH:17]=3)[CH2:14][CH2:15]2)=[O:12])=[N:5][C:4]=1[C:27]1[CH:32]=[CH:31][C:30](=[O:33])[NH:29][CH:28]=1)#[N:2]. Procedure: N-(3-cyano-6′-methoxy-4-methyl-2,3′-bipyridin-6-yl)-1-(2,2-difluorobenzo[d][1,3]dioxol-5-yl)cyclopropanecarboxamide (0.150 g, 0.323 mmol) was dissolved in acetonitrile (7.2 mL). Iodotrimethylsilane (129.3 mg, 92 μL, 0.65 mmol) was added and the reaction mixture was heated to 55° C. for 5 hours. The crude reaction mixture was then evaporated to dryness, re-dissolved in a minimum of dichloromethane and purified on 12 g of silica gel utilizing a gradient of 0-100% ethyl acetate in hexanes (0.125 g,... Reactants: [I-].[Na+] (sodium iodide), BrCC (bromoethane), C([O-])([O-])=O.[K+].[K+] (potassium carbonate), C(C1=CC=CC=C1)N1N=C(C=C1C(=O)OC)O (methyl 2-benzyl-5-hydroxy-2H-pyrazole-3-carboxylate). Solvent: CC(=O)C (acetone). Reaction conditions: temperature 20 celsius. Yields the product C(C1=CC=CC=C1)N1N=C(C=C1C(=O)OC)OCC (methyl 2-benzyl-5-ethoxy-2H-pyrazole-3-carboxylate). RXN SMILES: [I-].[Na+].Br[CH2:4][CH3:5].C(=O)([O-])[O-].[K+].[K+].[CH2:12]([N:19]1[C:23]([C:24]([O:26][CH3:27])=[O:25])=[CH:22][C:21]([OH:28])=[N:20]1)[C:13]1[CH:18]=[CH:17][CH:16]=[CH:15][CH:14]=1>CC(C)=O>[CH2:12]([N:19]1[C:23]([C:24]([O:26][CH3:27])=[O:25])=[CH:22][C:21]([O:28][CH2:4][CH3:5])=[N:20]1)[C:13]1[CH:14]=[CH:15][CH:16]=[CH:17][CH:18]=1 |f:0.1,3.4.5|. Procedure: 5 mg of sodium iodide, 36 μl of bromoethane and 70 mg of potassium carbonate are added, at a temperature in the region of 20° C., to a solution of 100 mg of methyl 2-benzyl-5-hydroxy-2H-pyrazole-3-carboxylate in 1 ml of acetone. The reaction mixture is refluxed for 9 hours, cooled to a temperature in the region of 20° C. and filtered. The filtrate is concentrated under reduced pressure. 76 mg of methyl 2-benzyl-5-ethoxy-2H-pyrazole-3-carboxylate are thus obtained in the form of a solid, the char...